Dataset: the Open Reaction Database (ORD), a public repository of structured organic reaction records. Task: describe an organic reaction: reactants, conditions, products, and yield Reactants: BrC1=CN=C2N1N=C(C=C2)Cl (3-bromo-6-chloroimidazo[1,2-b]pyridazine), CC=1N=CC(=NC1)CN ((5-methylpyrazin-2-yl)methanamine), intermediate, C(Cl)Cl.CO.[NH4+].[OH-] (CH2Cl2 MeOH NH4OH). The product is BrC1=CN=C2N1N=C(C=C2)NCC2=NC=C(N=C2)C (3-Bromo-N-((5-methylpyrazin-2-yl)methyl)imidazo[1,2-b]pyridazin-6-amine). RXN SMILES: [Br:1][C:2]1[N:6]2[N:7]=[C:8](Cl)[CH:9]=[CH:10][C:5]2=[N:4][CH:3]=1.[CH3:12][C:13]1[N:14]=[CH:15][C:16]([CH2:19][NH2:20])=[N:17][CH:18]=1.C(Cl)Cl.CO.[NH4+].[OH-]>>[Br:1][C:2]1[N:6]2[N:7]=[C:8]([NH:20][CH2:19][C:16]3[CH:15]=[N:14][C:13]([CH3:12])=[CH:18][N:17]=3)[CH:9]=[CH:10][C:5]2=[N:4][CH:3]=1 |f:2.3.4.5|. Reported procedure: Prepared from 3-bromo-6-chloroimidazo[1,2-b]pyridazine and (5-methylpyrazin-2-yl)methanamine according to general procedure 1 providing the intermediate (64 mg, 34%) as a yellow solid: Rf=0.67 (CH2Cl2/MeOH/NH4OH, 160:18:2); 1H NMR (500 MHz, CD3OD) δ 8.69 (s, 1H), 8.47 (s, 1H), 7.60 (d, J=9.7 Hz, 1H), 7.39 (s, 1H), 6.79 (d, J=9.7 Hz, 1H), 4.66 (s, 2H), 2.53 (s, 3H); ES-MS: (M+H)=319, 321 m/z. Starting materials: COC(=O)c1cc(OCc2ccccc2)cc(C(=O)OC)c1, CO, [Na+], [OH-]. Product: COC(=O)c1cc(OCc2ccccc2)cc(C(=O)O)c1. As a reaction SMILES: [CH3:1][O:2][C:3]([c:4]1[cH:5][c:6]([C:7](=[O:8])[O:9][CH3:10])[cH:11][c:12]([O:14][CH2:15][c:16]2[cH:17][cH:18][cH:19][cH:20][cH:21]2)[cH:13]1)=[O:22].[CH3:25][OH:26].[Na+:24].[OH-:23]>>[CH3:1][O:2][C:3]([c:4]1[cH:5][c:6]([C:7](=[O:8])[OH:9])[cH:11][c:12]([O:14][CH2:15][c:16]2[cH:17][cH:18][cH:19][cH:20][cH:21]2)[cH:13]1)=[O:22]. The reactants are C([O-])([O-])=O.[K+].[K+] (potassium carbonate), [I-].[K+] (potassium iodide), BrCCO (2-bromoethanol), C(C)(C)(C)OC(NC1C(NOC1)=O)=O ((3-Oxo-isoxazolidin-4-yl)-carbamic acid tert-butyl ester). The solvent is C(C)#N (acetonitrile). Conditions: time 1 hour. Yields the product C(C)(C)(C)OC(N[C@H]1C(N(OC1)CCO)=O)=O (((R)-2-(2-hydroxyethyl)-3-oxo-isoxazolidin-4-yl)-carbamic acid tert-butyl ester). Reaction SMILES: [C:1]([O:5][C:6](=[O:14])[NH:7][CH:8]1[CH2:12][O:11][NH:10][C:9]1=[O:13])([CH3:4])([CH3:3])[CH3:2].C(=O)([O-])[O-].[K+].[K+].[I-].[K+].Br[CH2:24][CH2:25][OH:26]>C(#N)C>[C:1]([O:5][C:6](=[O:14])[NH:7][C@@H:8]1[CH2:12][O:11][N:10]([CH2:24][CH2:25][OH:26])[C:9]1=[O:13])([CH3:4])([CH3:2])[CH3:3] |f:1.2.3,4.5|. Procedure: (3-Oxo-isoxazolidin-4-yl)-carbamic acid tert-butyl ester (0.2 g, prepared from (D)-cycloserine as described in Chem. Pharm. Bull. 2002, 50(4) 554-557) was dissolved in acetonitrile (20 ml), then potassium carbonate (0.69 g), potassium iodide (0.175 g) and 2-bromoethanol (0.137 g) were added. The reaction was stirred at room temperature for 1 hour. The reaction mixture was partitioned between ethyl acetate and water. The organic layer was washed with water, brine and then dried over sodium sulpha... Reactants: C1(=CC=CC=C1)C(N1N=NN=C1C1=C(C=CC=C1)C1=CC=C(C=C1)CBr)(C1=CC=CC=C1)C1=CC=CC=C1 (N-Triphenylmethyl-5-[4'-(bromomethyl)biphenyl-2-yl]tetrazole), C(CCC)C=1NC(=C(N1)N1C=CC=C1)C#N (2-Butyl-5-cyano-4-(1H-pyrrol-1-yl)imidazole), CC(C)([O-])C.[K+] (potassium tert-butoxide). The solvent is O1CCCC1 (tetrahydrofuran), O1CCCC1 (tetrahydrofuran), O1CCCC1 (tetrahydrofuran). Conditions: time 5 minute. The product is C(CCC)C=1N(C(=C(N1)N1C=CC=C1)C#N)CC1=CC=C(C=C1)C1=C(C=CC=C1)C1=NN=NN1 (2-Butyl-5-cyano-4-(1H-pyrrol-1-yl)-1-[(2'-(1H-tetrazol-5-yl)biphen-4-yl)methyl]-1H-imidazole). Reaction SMILES: [CH2:1]([C:5]1[NH:6][C:7]([C:15]#[N:16])=[C:8]([N:10]2[CH:14]=[CH:13][CH:12]=[CH:11]2)[N:9]=1)[CH2:2][CH2:3][CH3:4].CC(C)([O-])C.[K+].C1(C(C2C=CC=CC=2)(C2C=CC=CC=2)[N:30]2[C:34]([C:35]3[CH:40]=[CH:39][CH:38]=[CH:37][C:36]=3[C:41]3[CH:46]=[CH:45][C:44]([CH2:47]Br)=[CH:43][CH:42]=3)=[N:33][N:32]=[N:31]2)C=CC=CC=1>O1CCCC1>[CH2:1]([C:5]1[N:6]([CH2:47][C:44]2[CH:45]=[CH:46][C:41]([C:36]3[CH:37]=[CH:38][CH:39]=[CH:40][C:35]=3[C:34]3[NH:30][N:31]=[N:32][N:33]=3)=[CH:42][CH:43]=2)[C:7]([C:15]#[N:16])=[C:8]([N:10]2[CH:11]=[CH:12][CH:13]=[CH:14]2)[N:9]=1)[CH2:2][CH2:3][CH3:4] |f:1.2|. Procedure: A solution of 2-butyl-5-cyano-4-(1H-pyrrol-1-yl)imidazole (Example 8, 1.7 g) in anhydrous tetrahydrofuran (20 mL) was treated with a solution of potassium tert-butoxide (0.97 g) in anhydrous tetrahydrofuran (20 mL) at room temperature. The mixture was stirred for 5 minutes then a solution of N-triphenylmethyl-5-[4'-(bromomethyl)biphenyl-2-yl]tetrazole (Example 12, 6.0 g) in anhydrous tetrahydrofuran (20 mL) was added. The reaction was stirred at room temperature under nitrogen atmosphere for 18 ... Starting materials: NC=1SC=C(N1)C(C(=O)OCC)=O (ethyl 2-aminothiazol-4-ylglyoxylate), FC1=C(C=CC(=C1)F)N=C=O (2,4-difluorophenyl isocyanate). Run in CN(C=O)C (dimethylformamide). Yields the product FC1=C(C=CC(=C1)F)NC(NC=1SC=C(N1)C(C(=O)OCC)=O)=O (Ethyl 2-[3-(2,4-difluorophenyl)ureido]thiazol-4-ylglyoxylate). Reaction SMILES: [NH2:1][C:2]1[S:3][CH:4]=[C:5]([C:7](=[O:13])[C:8]([O:10][CH2:11][CH3:12])=[O:9])[N:6]=1.[F:14][C:15]1[CH:20]=[C:19]([F:21])[CH:18]=[CH:17][C:16]=1[N:22]=[C:23]=[O:24]>CN(C)C=O>[F:14][C:15]1[CH:20]=[C:19]([F:21])[CH:18]=[CH:17][C:16]=1[NH:22][C:23](=[O:24])[NH:1][C:2]1[S:3][CH:4]=[C:5]([C:7](=[O:13])[C:8]([O:10][CH2:11][CH3:12])=[O:9])[N:6]=1. Procedure details: Following a procedure similar to that described in Preparation 1, the desired compound was prepared from 5 g of ethyl 2-aminothiazol-4-ylglyoxylate, 5.8 g of 2,4-difluorophenyl isocyanate and 30 ml of dimethylformamide. The resulting product was a white powder having the following physical properties. The reactants are C1(=CC=CC=C1)C#CC=1C=C(C=C(C1)C#CC1=CC=CC=C1)NC([C@H](CCCCNC(OC(C)(C)C)=O)NC(OC(C)(C)C)=O)=O ((S)-di-tert-butyl (6-((3,5-bis(phenylethynyl) phenyl)amino)-6-oxohexane-1,5-diyl)dicarbamate). The solvent is C(=O)(C(F)(F)F)O (TFA). Reaction conditions: time 5 hour. The product is N[C@H](C(=O)NC1=CC(=CC(=C1)C#CC1=CC=CC=C1)C#CC1=CC=CC=C1)CCCCN ((S)-2,6-diamino-N-(3,5-bis(phenylethynyl)phenyl)hexanamide). Reaction SMILES: [C:1]1([C:7]#[C:8][C:9]2[CH:10]=[C:11]([NH:23][C:24](=[O:46])[C@@H:25]([NH:38]C(=O)OC(C)(C)C)[CH2:26][CH2:27][CH2:28][CH2:29][NH:30]C(=O)OC(C)(C)C)[CH:12]=[C:13]([C:15]#[C:16][C:17]3[CH:22]=[CH:21][CH:20]=[CH:19][CH:18]=3)[CH:14]=2)[CH:6]=[CH:5][CH:4]=[CH:3][CH:2]=1>C(O)(C(F)(F)F)=O>[NH2:38][C@@H:25]([CH2:26][CH2:27][CH2:28][CH2:29][NH2:30])[C:24]([NH:23][C:11]1[CH:10]=[C:9]([C:8]#[C:7][C:1]2[CH:6]=[CH:5][CH:4]=[CH:3][CH:2]=2)[CH:14]=[C:13]([C:15]#[C:16][C:17]2[CH:18]=[CH:19][CH:20]=[CH:21][CH:22]=2)[CH:12]=1)=[O:46]. Reported procedure: (S)-di-tert-butyl (6-((3,5-bis(phenylethynyl) phenyl)amino)-6-oxohexane-1,5-diyl)dicarbamate (0.35 g, 0.56 mmol) was reacted with neat TFA (10 mL) and the solution was stirred for 5 hours at room temperature. TFA was evaporated and the product (0.34 mg, 93%) was purified by recrystallization with ethanol: 1H-NMR (400 MHz, CD3OD) δ 7.80 (d, J=1.4 Hz, 2H), 7.52-7.55 (m, 4H), 7.45 (t, J=1.4 Hz, 1H), 7.38-7.41 (m, 6H), 4.06 (t, J=6.5 Hz, 1H), 2.96 (t, J=15.4 Hz, 2H), 1.96-2.06 (m, 2H), 1.70-1.78 (m,...